This data is from the Open Reaction Database (ORD), a public repository of structured organic reaction records. The task is: describe an organic reaction: reactants, conditions, products, and yield Starting materials: CC(C)(C)OC(=O)N1CCC(c2cccc(C(=O)O)n2)CC1, CCN=C=NCCCN(C)C, CNC1CCCc2ccccc21, CN(C)c1ccncc1, ClCCl, O. The product is CN(C(=O)c1cccc(C2CCN(C(=O)OC(C)(C)C)CC2)n1)C1CCCc2ccccc21. As a reaction SMILES: [C:1]([CH3:2])([CH3:3])([CH3:4])[O:5][C:6](=[O:7])[N:8]1[CH2:9][CH2:10][CH:11]([c:14]2[cH:15][cH:16][cH:17][c:18]([C:20](=[O:21])[OH:22])[n:19]2)[CH2:12][CH2:13]1.[CH2:35]([N:36]=[C:37]=[N:38][CH2:39][CH2:40][CH2:41][N:42]([CH3:43])[CH3:44])[CH3:45].[CH3:23][NH:24][CH:25]1[CH2:26][CH2:27][CH2:28][c:29]2[cH:30][cH:31][cH:32][cH:33][c:34]21.[CH3:50][N:51]([CH3:52])[c:53]1[cH:54][cH:55][n:56][cH:57][cH:58]1.[Cl:47][CH2:48][Cl:49].[OH2:46]>>[C:1]([CH3:2])([CH3:3])([CH3:4])[O:5][C:6](=[O:7])[N:8]1[CH2:9][CH2:10][CH:11]([c:14]2[cH:15][cH:16][cH:17][c:18]([C:20](=[O:21])[N:24]([CH3:23])[CH:25]3[CH2:26][CH2:27][CH2:28][c:29]4[cH:30][cH:31][cH:32][cH:33][c:34]43)[n:19]2)[CH2:12][CH2:13]1. Reactants: ClS(=O)(=O)O (ClSO3H), C1(=CC=CC=C1)O (phenol), C(CCCCCC(C)C)(=O)O (isononanoic acid), O=S(Cl)Cl (SOCl2). The product is Na, C(CCCCCC(C)C)(=O)OC1=C(C=CC=C1)S(=O)(=O)O (isononanoyloxybenzenesulfonic acid). RXN SMILES: Cl[S:2]([OH:5])(=[O:4])=[O:3].[C:6]1([OH:12])[CH:11]=[CH:10][CH:9]=[CH:8][CH:7]=1.[C:13](O)(=[O:22])[CH2:14][CH2:15][CH2:16][CH2:17][CH2:18][CH:19]([CH3:21])[CH3:20].O=S(Cl)Cl>>[C:13]([O:12][C:6]1[CH:11]=[CH:10][CH:9]=[CH:8][C:7]=1[S:2]([OH:5])(=[O:4])=[O:3])(=[O:22])[CH2:14][CH2:15][CH2:16][CH2:17][CH2:18][CH:19]([CH3:21])[CH3:20]. Procedure: 122 parts by weight of ClSO3H are added, at a temperature of 40° C., to 94 parts by weight of phenol in 158.5 parts by weight of isononanoic acid, and stirring is continued for a further hour at 40° C. 125 parts of SOCl2 are then metered in at such a rate that the evolution of gas takes place in a controlled manner, after which stirring is continued for a further hour. The Na salt of isononanoyloxybenzenesulfonic acid obtained after further working up as described in V1 has a D-content of 85% an... The reactants are O=C(Cl)c1ccccc1, O, CC12CCC3=C4CCC(=O)C=C4CCC3C1C(O)CC2=O, c1ccncc1. Yields the product CC12CCC3=C4CCC(=O)C=C4CCC3C1C(OC(=O)c1ccccc1)CC2=O. RXN SMILES: [C:22]([c:23]1[cH:24][cH:25][cH:26][cH:27][cH:28]1)(=[O:29])[Cl:30].[OH2:31].[OH:1][CH:2]1[CH2:3][C:4](=[O:21])[C:5]2([CH3:6])[CH:7]1[CH:8]1[CH2:9][CH2:10][C:11]3=[CH:12][C:13](=[O:20])[CH2:14][CH2:15][C:16]3=[C:17]1[CH2:18][CH2:19]2.[cH:32]1[cH:33][cH:34][n:35][cH:36][cH:37]1>>[O:1]([CH:2]1[CH2:3][C:4](=[O:21])[C:5]2([CH3:6])[CH:7]1[CH:8]1[CH2:9][CH2:10][C:11]3=[CH:12][C:13](=[O:20])[CH2:14][CH2:15][C:16]3=[C:17]1[CH2:18][CH2:19]2)[C:22]([c:23]1[cH:24][cH:25][cH:26][cH:27][cH:28]1)=[O:29]. Reactants: FC(S(=O)(=O)OC1=CC=C2C(=C(N(C2=C1)CC1=NC=CC=C1)C(C)C)C(NCC1=CC(=C(C=C1)F)F)=O)(F)F (3-(3,4-difluorobenzylcarbamoyl)-2-isopropyl-1-(pyridin-2-ylmethyl)-1H-indol-6-yl trifluoromethanesulfonate), FC(S(=O)(=O)OC1=CC=C2C(=C(N(C2=C1)CC1=NC=CC=C1)C(C)C)C(NCC1=CC(=C(C=C1)F)F)=O)(F)F (3-(3,4-difluorobenzylcarbamoyl)-2-isopropyl-1-(pyridin-2-ylmethyl)-1H-indol-6-yl trifluoromethanesulfonate), CN1N=CC=C1B(O)O (1-methyl-1H-pyrazole-5-boronic acid), [Li+].[Cl-] (LiCl), C(=O)([O-])[O-].[Na+].[Na+] (Na2CO3). Reaction SMILES: FC(F)(F)S(O[C:7]1[CH:15]=[C:14]2[C:10]([C:11]([C:26](=[O:37])[NH:27][CH2:28][C:29]3[CH:34]=[CH:33][C:32]([F:35])=[C:31]([F:36])[CH:30]=3)=[C:12]([CH:23]([CH3:25])[CH3:24])[N:13]2[CH2:16][C:17]2[CH:22]=[CH:21][CH:20]=[CH:19][N:18]=2)=[CH:9][CH:8]=1)(=O)=O.[CH3:40][N:41]1[C:45](B(O)O)=[CH:44][CH:43]=[N:42]1.[Li+].[Cl-].C([O-])([O-])=O.[Na+].[Na+]>C1C=CC([P]([Pd]([P](C2C=CC=CC=2)(C2C=CC=CC=2)C2C=CC=CC=2)([P](C2C=CC=CC=2)(C2C=CC=CC=2)C2C=CC=CC=2)[P](C2C=CC=CC=2)(C2C=CC=CC=2)C2C=CC=CC=2)(C2C=CC=CC=2)C2C=CC=CC=2)=CC=1>[F:36][C:31]1[CH:30]=[C:29]([CH:34]=[CH:33][C:32]=1[F:35])[CH2:28][NH:27][C:26]([C:11]1[C:10]2[C:14](=[CH:15][C:7]([C:45]3[N:41]([CH3:40])[N:42]=[CH:43][CH:44]=3)=[CH:8][CH:9]=2)[N:13]([CH2:16][C:17]2[CH:22]=[CH:21][CH:20]=[CH:19][N:18]=2)[C:12]=1[CH:23]([CH3:24])[CH3:25])=[O:37] |f:2.3,4.5.6,^1:60,62,81,100|. Reagents/catalysts: C=1C=CC(=CC1)[P](C=2C=CC=CC2)(C=3C=CC=CC3)[Pd]([P](C=4C=CC=CC4)(C=5C=CC=CC5)C=6C=CC=CC6)([P](C=7C=CC=CC7)(C=8C=CC=CC8)C=9C=CC=CC9)[P](C=1C=CC=CC1)(C=1C=CC=CC1)C=1C=CC=CC1 (Pd(PPh3)4). Procedure details: Following General Procedure BB, 3-(3,4-difluorobenzylcarbamoyl)-2-isopropyl-1-(pyridin-2-ylmethyl)-1H-indol-6-yl trifluoromethanesulfonate (Compound 202, 39 mg, 0.07 mmol), was reacted with 1-methyl-1H-pyrazole-5-boronic acid pinocol ester (21 mg, 0.09 mmol), LiCl (9 mg, 0.18 mmol), Na2CO3 (aqueous) (2M, 0.1 ml), Pd(PPh3)4 (4 mg, 0.003 mmol) to yield the title compound as a white solid The product is FC=1C=C(CNC(=O)C2=C(N(C3=CC(=CC=C23)C2=CC=NN2C)CC2=NC=CC=C2)C(C)C)C=CC1F (N-(3,4-Difluorobenzyl)-2-isopropyl-6-(1-methyl-1H-pyrazol-5-yl)-1-(pyridin-2-ylmethyl)-1H-indole-3-carboxamide). Starting materials: C1(=CC=CC=C1)N=C(C=1C(C(=S)O)=CC=CC1C1=CC=CC=C1)O (3-phenylthiophthalic acid N-phenylimide), [OH-].[Na+] (sodium hydroxide), Cl (hydrochloric acid). Run at temperature 100 celsius, time 1 hour. Yields the product C1(=CC=CC=C1)C1=C(C(C(=S)O)=CC=C1)C(=O)O (3-phenylthiophthalic acid). Yield: 85.0%. Reaction SMILES: C1(N=[C:8]([OH:24])[C:9]2[C:10](=[CH:14][CH:15]=[CH:16][C:17]=2[C:18]2[CH:23]=[CH:22][CH:21]=[CH:20][CH:19]=2)[C:11]([OH:13])=[S:12])C=CC=CC=1.[OH-:25].[Na+].Cl>>[C:18]1([C:17]2[CH:16]=[CH:15][CH:14]=[C:10]([C:11]([OH:13])=[S:12])[C:9]=2[C:8]([OH:24])=[O:25])[CH:19]=[CH:20][CH:21]=[CH:22][CH:23]=1 |f:1.2|. Procedure details: The β-(methacryloyloxy)-ethyl thioxanthone-1-carboxylate used in the above Examples 1-3 is prepared as follows: Dry sodium thiophenolate prepared from 7.5 g (0.33 gram equivalent) of sodium, 300 ml of methanol and 36 ml (0.33 mol) of thiophenol is dissolved in 300 ml of dimethylsulfoxide, and 80.4 g (0.3 mol) of 3-nitrophthalic acid N-phenylimide are added. The reaction mixture is heated at 50° C. for 90 minutes and then poured into a mixture of 300 ml of water and 300 ml of anhydrous acetic aci... Starting materials: O=C1Cc2c(cccc2OCCNCc2ccccc2)N1, CCO. Product: NCCOc1cccc2c1CC(=O)N2. As a reaction SMILES: [CH2:1]([c:2]1[cH:3][cH:4][cH:5][cH:6][cH:7]1)[NH:8][CH2:9][CH2:10][O:11][c:12]1[c:13]2[c:17]([cH:18][cH:19][cH:20]1)[NH:16][C:15](=[O:21])[CH2:14]2.[CH3:22][CH2:23][OH:24]>>[NH2:8][CH2:9][CH2:10][O:11][c:12]1[c:13]2[c:17]([cH:18][cH:19][cH:20]1)[NH:16][C:15](=[O:21])[CH2:14]2. The reactants are O=C1CCC(=O)N1Br, CCOc1cncc(N2CCCN(C(=O)OC(C)(C)C)CC2)c1. Yields the product CCOc1cc(N2CCCN(C(=O)OC(C)(C)C)CC2)cnc1Br. Reaction SMILES: [Br:1][N:2]1[C:3](=[O:4])[CH2:5][CH2:6][C:7]1=[O:8].[CH2:9]([CH3:10])[O:11][c:12]1[cH:13][c:14]([N:18]2[CH2:19][CH2:20][N:21]([C:25](=[O:26])[O:27][C:28]([CH3:29])([CH3:30])[CH3:31])[CH2:22][CH2:23][CH2:24]2)[cH:15][n:16][cH:17]1>>[Br:1][c:17]1[c:12]([O:11][CH2:9][CH3:10])[cH:13][c:14]([N:18]2[CH2:19][CH2:20][N:21]([C:25](=[O:26])[O:27][C:28]([CH3:29])([CH3:30])[CH3:31])[CH2:22][CH2:23][CH2:24]2)[cH:15][n:16]1. Starting materials: C#Cc1cn(C2CC(F)C(CO)O2)c(=O)[nH]c1=O, CC(=O)OC(C)=O, c1ccncc1. The product is C#Cc1cn(C2CC(F)C(COC(C)=O)O2)c(=O)[nH]c1=O. As a reaction SMILES: [C:1](#[CH:2])[c:3]1[c:4](=[O:18])[nH:5][c:6](=[O:17])[n:7]([CH:8]2[CH2:9][CH:10]([F:15])[CH:11]([CH2:12][OH:13])[O:14]2)[cH:16]1.[CH3:19][C:20](=[O:21])[O:22][C:23](=[O:24])[CH3:25].[cH:26]1[cH:27][cH:28][n:29][cH:30][cH:31]1>>[C:1](#[CH:2])[c:3]1[c:4](=[O:18])[nH:5][c:6](=[O:17])[n:7]([CH:8]2[CH2:9][CH:10]([F:15])[CH:11]([CH2:12][O:13][C:20]([CH3:19])=[O:21])[O:14]2)[cH:16]1.